From a dataset of the Open Reaction Database (ORD), a public repository of structured organic reaction records. describe an organic reaction: reactants, conditions, products, and yield The reactants are 1-(4-oxo-3,4,6,7,8,9-hexahydro-benzo[g]quinazolin-2-yl)-1H-pyrazole-4-carboxylic acid ethyl ester. HCl, C(C)OC(=O)C=1C=NN(C1)C1=NC2=CC3=C(C=C2C(N1COCCOC)=O)CCCC3 (1-[3-(2-methoxy-ethoxymethyl)-4-oxo-3,4,6,7,8,9-hexahydro-benzo[g]quinazolin-2-yl]-1H-pyrazole-4-carboxylic acid ethyl ester), C(C)O (ethanol). Run in CCOCC (ether). Product: O=C1NC(=NC2=CC3=C(C=C12)CCCC3)N3N=CC(=C3)C(=O)O (1-(4-Oxo-3,4,6,7,8,9-hexahydro-benzo[g]quinazolin-2-yl)-1H-pyrazole-4-carboxylic acid). The yield is 48.3%. Reaction SMILES: C([O:3][C:4]([C:6]1[CH:7]=[N:8][N:9]([C:11]2[N:20](COCCOC)[C:19](=[O:27])[C:18]3[C:13](=[CH:14][C:15]4[CH2:31][CH2:30][CH2:29][CH2:28][C:16]=4[CH:17]=3)[N:12]=2)[CH:10]=1)=[O:5])C.C(O)C>CCOCC>[O:27]=[C:19]1[C:18]2[C:13](=[CH:14][C:15]3[CH2:31][CH2:30][CH2:29][CH2:28][C:16]=3[CH:17]=2)[N:12]=[C:11]([N:9]2[CH:10]=[C:6]([C:4]([OH:5])=[O:3])[CH:7]=[N:8]2)[NH:20]1. Procedure: Preparation of 1-(4-oxo-3,4,6,7,8,9-hexahydro-benzo[g]quinazolin-2-yl)-1H-pyrazole-4-carboxylic acid ethyl ester. HCl (4M in dioxane, 2.1 mL, 8.3 mmol) was added to a solution of 1-[3-(2-methoxy-ethoxymethyl)-4-oxo-3,4,6,7,8,9-hexahydro-benzo[g]quinazolin-2-yl]-1H-pyrazole-4-carboxylic acid ethyl ester (0.254 g, 0.596 mmol) and ethanol (2.0 mL). The reaction mixture was stirred at room temperature for 4 h, at which point ether (2 mL) was added and the precipitate was collected. The precipitate w...